From a dataset of the Open Reaction Database (ORD), a public repository of structured organic reaction records. describe an organic reaction: reactants, conditions, products, and yield The reactants are P(=O)(Cl)(Cl)Cl (phosphorus oxychloride), OC1=CC(=NC=2N1N=C(N2)COC)C (7-hydroxy-2-methoxymethyl-5-methyl-s-triazolo[1,5-a]pyrimidine). Run in CN(C1=CC=CC=C1)C (N,N-dimethylaniline). Reaction conditions: time 1 hour. Yields the product ClC1=CC(=NC=2N1N=C(N2)COC)C (7-chloro-2-methoxymethyl-5-methyl-s-triazolo[1,5-a]pyrimidine). RXN SMILES: P(Cl)(Cl)([Cl:3])=O.O[C:7]1[N:12]2[N:13]=[C:14]([CH2:16][O:17][CH3:18])[N:15]=[C:11]2[N:10]=[C:9]([CH3:19])[CH:8]=1>CN(C)C1C=CC=CC=1>[Cl:3][C:7]1[N:12]2[N:13]=[C:14]([CH2:16][O:17][CH3:18])[N:15]=[C:11]2[N:10]=[C:9]([CH3:19])[CH:8]=1. Reported procedure: To a mixed solution of 300 ml of phosphorus oxychloride and 50 ml of N,N-dimethylaniline was added 38.8 g of 7-hydroxy-2-methoxymethyl-5-methyl-s-triazolo[1,5-a]pyrimidine, and the mixture was stirred at 50° to 60° C. for one hour. After removing phosphorus oxychloride, the residue was dissolved in 500 ml of chloroform and stirred by adding ice. The chloroform layer was separated and washed with water, and then dried over anhydrous magnesium sulfate and distilled the solvent to obtain crystals. ... Reactants: CC=1C=CC(=C(C1)C(C)=O)[N+](=O)[O-] (1-(5-methyl-2-nitrophenyl) ethanone), alcohol, BrN1C(CCC1=O)=O (N-bromosuccinimide), ketone. Product: BrCC=1C=CC(=C(C1)C(C)O)[N+](=O)[O-] (1-(5-Bromomethyl-2-nitrophenyl)-ethanol). Reaction SMILES: [CH3:1][C:2]1[CH:3]=[CH:4][C:5]([N+:11]([O-:13])=[O:12])=[C:6]([C:8](=[O:10])[CH3:9])[CH:7]=1.[Br:14]N1C(=O)CCC1=O>>[Br:14][CH2:1][C:2]1[CH:3]=[CH:4][C:5]([N+:11]([O-:13])=[O:12])=[C:6]([CH:8]([OH:10])[CH3:9])[CH:7]=1. Procedure: Compound 2 is synthesized in two steps from 1-(5-methyl-2-nitrophenyl) ethanone (1), which can be obtained as described by Doppler et al. (1979) Helv. Chem. Acta 62:291-303. Specifically, the ring methyl group is brominated using N-bromosuccinimide and then the benzylic ketone is reduced to an alcohol. Those procedures are described below.